describe an organic reaction: reactants, conditions, products, and yield From a dataset of the Open Reaction Database (ORD), a public repository of structured organic reaction records. Reactants: CO, COc1ccc(OC)c(CNC(=O)c2cc(N=[N+]=[N-])c(C#N)c(OC(C)C)n2)c1. Yields the product COc1ccc(OC)c(CNC(=O)c2cc(N)c(C#N)c(OC(C)C)n2)c1. Reaction SMILES: [CH3:30][OH:31].[N:1](=[N+:2]=[N-:3])[c:4]1[cH:5][c:6]([C:16](=[O:17])[NH:18][CH2:19][c:20]2[c:21]([O:28][CH3:29])[cH:22][cH:23][c:24]([O:26][CH3:27])[cH:25]2)[n:7][c:8]([O:12][CH:13]([CH3:14])[CH3:15])[c:9]1[C:10]#[N:11]>>[NH2:1][c:4]1[cH:5][c:6]([C:16](=[O:17])[NH:18][CH2:19][c:20]2[c:21]([O:28][CH3:29])[cH:22][cH:23][c:24]([O:26][CH3:27])[cH:25]2)[n:7][c:8]([O:12][CH:13]([CH3:14])[CH3:15])[c:9]1[C:10]#[N:11]. Reactants: CC=1NC(=C(C(C1C(=O)OC)C1=CC(=CC=C1)NO)C(=O)OC(C)C)C (Methyl 1-Methylethyl 1,4-Dihydro-2,6-dimethyl-4-(3-hydroxylamino-phenyl)-3,5-pyridinedicarboxylate), S1C(=CC=C1)C=O (2-thiophenecarboxaldehyde). Product: CC=1NC(=C(C(C1C(=O)OC)C1=CC(=CC=C1)/N(=C/C=1SC=CC1)=O)C(=O)OC(C)C)C (Methyl 1-Methylethyl 1,4-Dihydro-2,6-dimethyl-4-{3-[(Z)-N-oxo-N-(2-thienylmethylene)-λ5 -azanyl]phenyl}-3,5-pyridinedicarboxylate). The yield is 70.5%. RXN SMILES: [CH3:1][C:2]1[NH:3][C:4]([CH3:26])=[C:5]([C:20]([O:22][CH:23]([CH3:25])[CH3:24])=[O:21])[CH:6]([C:12]2[CH:17]=[CH:16][CH:15]=[C:14]([NH:18][OH:19])[CH:13]=2)[C:7]=1[C:8]([O:10][CH3:11])=[O:9].[S:27]1[CH:31]=[CH:30][CH:29]=[C:28]1[CH:32]=O>>[CH3:1][C:2]1[NH:3][C:4]([CH3:26])=[C:5]([C:20]([O:22][CH:23]([CH3:24])[CH3:25])=[O:21])[CH:6]([C:12]2[CH:17]=[CH:16][CH:15]=[C:14]([N:18](=[O:19])=[CH:32][C:28]3[S:27][CH:31]=[CH:30][CH:29]=3)[CH:13]=2)[C:7]=1[C:8]([O:10][CH3:11])=[O:9]. Reported procedure: The reaction of hydroxylamine 82 (0.71 g, 2 mmol) with 2-thiophenecarboxaldehyde (64) (0.224 g, 2 mmol) afforded after workup, a light yellow oil. The crude product was purified by flash chromatography with 1:1 ethyl acetate/petroleum ether as the eluant to obtain 0.64 g (1.41 mmol, 71%) of 87 as a light yellow oil. The oil crystallized from ether/pentane to yield yellow crystalline solid: mp 106°-109° C.; IR (CH2Cl2) 3440, 2940, 1695, 1620, 1555, 1470, 1375, 1300, 1215, 1100 cm-1 ; 1H NMR (CDCl...